From a dataset of the Open Reaction Database (ORD), a public repository of structured organic reaction records. describe an organic reaction: reactants, conditions, products, and yield Starting materials: BrC1=NC=C(C=C1)Br (2,5-dibromopyridine), SC1=C(C=CC=C1)S (dimercaptobenzene), C([O-])([O-])=O.[K+].[K+] (potassium carbonate), ClC1=NC=C(C=N1)Cl (2,5-dichloropyrimidine). Solvent: CN(C=O)C (dimethylformamide), O (H2O). Conditions: time 4 hour. The product is BrC=1C=CC(=NC1)SC1=C(C=CC=C1)SC1=NC=C(C=N1)Cl (5-Bromo-2-[2-(5-chloropyrimidin-2-ylthio)phenylthio]-pyridine). Reaction SMILES: [SH:1][C:2]1[CH:7]=[CH:6][CH:5]=[CH:4][C:3]=1[SH:8].C(=O)([O-])[O-].[K+].[K+].Cl[C:16]1[N:21]=[CH:20][C:19]([Cl:22])=[CH:18][N:17]=1.Br[C:24]1[CH:29]=[CH:28][C:27]([Br:30])=[CH:26][N:25]=1>CN(C)C=O.O>[Br:30][C:27]1[CH:28]=[CH:29][C:24]([S:1][C:2]2[CH:7]=[CH:6][CH:5]=[CH:4][C:3]=2[S:8][C:16]2[N:21]=[CH:20][C:19]([Cl:22])=[CH:18][N:17]=2)=[N:25][CH:26]=1 |f:1.2.3|. Procedure: To a mixture of 3.0 grams (0.02 mole) dimercaptobenzene and 7.0 grams of potassium carbonate stirring in 50 ml of dimethylformamide, 3.5 grams of 2,5-dichloropyrimidine is added at 0° and the mixture stirred for 4 hours, before adding 5.0 grams of 2,5-dibromopyridine and heating at 80° for 4 additional hours. The mixture is added to excess H2O and extracted with ethyl ether. After washing the ether layer with H2O, saturated NaHCO3, brine, and drying (MgSO4), evaporating the solvent gives the cru... The reactants are CN1C(NCC1)=C[N+](=O)[O-] (1-methyl-2-(nitromethylene)imidazolidine), CN1C(NCC1)=C[N+](=O)[O-] (1-methyl-2-(nitromethylene)imidazolidine), BrBr (bromine). Solvent: O (water). Conditions: time 30 minute. Yields the product BrC(=C1N(CCN1)C)[N+](=O)[O-] (2-(bromonitromethylene)-1-methylimidazolidine). RXN SMILES: [CH3:1][N:2]1[CH2:6][CH2:5][NH:4][C:3]1=[CH:7][N+:8]([O-:10])=[O:9].[Br:11]Br>O>[Br:11][C:7]([N+:8]([O-:10])=[O:9])=[C:3]1[NH:4][CH2:5][CH2:6][N:2]1[CH3:1]. Procedure: A stirred solution of 3.57 grams of 1-methyl-2(nitromethylene)imidazolidine (Compound 1) in 25 milliliters of water was treated dropwise with 3.99 grams of bromine at room temperature. After 30 minutes, the reaction mixture was extracted with methylene chloride. The extract was dried (MgSO4) and the solvent was evaporated to give 3.0 grams of crude product, melting point 100° (with vigorous decomposition). Recrystallization of the crude product from methylene chloride gave 15, melting point: 97°... The reactants are CN(/C=C/C(=O)C1=NN(C=CC1=O)C1=CC(=CC=C1)S(=O)(=O)C)C (3-((E)-3-dimethylamino-acryloyl)-1-(3-methansulfonyl-phenyl)-1H-pyridazin-4-one), FC1=CC=C(C=C1)NN ((4-fluoro-phenyl)-hydrazine). Yields the product FC1=CC=C(C=C1)N1N=CC=C1C1=NN(C=CC1=O)C1=CC(=CC=C1)S(=O)(=O)C (3-[2-(4-Fluoro-phenyl)-2H-pyrazol-3-yl]-1-(3-methanesulfonyl-phenyl)-1H-pyridazin-4-one). As a reaction SMILES: C[N:2](C)/[CH:3]=[CH:4]/[C:5]([C:7]1[C:12](=[O:13])[CH:11]=[CH:10][N:9]([C:14]2[CH:19]=[CH:18][CH:17]=[C:16]([S:20]([CH3:23])(=[O:22])=[O:21])[CH:15]=2)[N:8]=1)=O.[F:25][C:26]1[CH:31]=[CH:30][C:29]([NH:32]N)=[CH:28][CH:27]=1>>[F:25][C:26]1[CH:31]=[CH:30][C:29]([N:32]2[C:5]([C:7]3[C:12](=[O:13])[CH:11]=[CH:10][N:9]([C:14]4[CH:19]=[CH:18][CH:17]=[C:16]([S:20]([CH3:23])(=[O:22])=[O:21])[CH:15]=4)[N:8]=3)=[CH:4][CH:3]=[N:2]2)=[CH:28][CH:27]=1. Procedure: Reaction of 3-((E)-3-dimethylamino-acryloyl)-1-(3-methansulfonyl-phenyl)-1H-pyridazin-4-one (A-7) and (4-fluoro-phenyl)-hydrazine according to example 43 gave the desired product. MS: M=411.2 (M+H)+ The reactants are [BH]C#N, CC(=O)O, CCO, CC(C)(C)OC(=O)CN1C(=O)C(N)CSc2ccccc21, [Na], CCCCCCCCC(=O)C(=O)OCC. The product is CCCCCCCCC(NC1CSc2ccccc2N(CC(=O)OC(C)(C)C)C1=O)C(=O)OCC. RXN SMILES: [BH:41][C:42]#[N:43].[CH3:37][C:38](=[O:39])[OH:40].[CH3:45][CH2:46][OH:47].[NH2:1][CH:2]1[CH2:3][S:4][c:5]2[c:6]([cH:18][cH:19][cH:20][cH:21]2)[N:7]([CH2:10][C:11](=[O:12])[O:13][C:14]([CH3:15])([CH3:16])[CH3:17])[C:8]1=[O:9].[Na:44].[O:22]=[C:23]([C:24](=[O:25])[O:26][CH2:27][CH3:28])[CH2:29][CH2:30][CH2:31][CH2:32][CH2:33][CH2:34][CH2:35][CH3:36]>>[NH:1]([CH:2]1[CH2:3][S:4][c:5]2[c:6]([cH:18][cH:19][cH:20][cH:21]2)[N:7]([CH2:10][C:11](=[O:12])[O:13][C:14]([CH3:15])([CH3:16])[CH3:17])[C:8]1=[O:9])[CH:23]([C:24](=[O:25])[O:26][CH2:27][CH3:28])[CH2:29][CH2:30][CH2:31][CH2:32][CH2:33][CH2:34][CH2:35][CH3:36]. Starting materials: COC1=C(C=C(C(=C1OC)OC)C)O (2,3,4-trimethoxy-5-methylphenol), OCC=C(CCC=C(C(=O)O)C)C (8-hydroxy-2,6-dimethyl-2,6-octadienoic acid). Run in C1=CC=CC=C1 (benzene), C1=CC=CC=C1 (benzene). Yields the product C(=O)(O)C(=CCCC(=CCC1=C(C(=C(C(=C1O)OC)OC)OC)C)C)C (6-(7-CARBOXY-3-METHYL-2,6-OCTADIENYL)-2,3,4-TRIMETHOXY-5-METHYLPHENOL). Yield: 36.5%. RXN SMILES: [CH3:1][O:2][C:3]1[C:8]([O:9][CH3:10])=[C:7]([O:11][CH3:12])[C:6]([CH3:13])=[CH:5][C:4]=1[OH:14].O[CH2:16][CH:17]=[C:18]([CH3:27])[CH2:19][CH2:20][CH:21]=[C:22]([CH3:26])[C:23]([OH:25])=[O:24]>C1C=CC=CC=1>[C:23]([C:22]([CH3:26])=[CH:21][CH2:20][CH2:19][C:18]([CH3:27])=[CH:17][CH2:16][C:5]1[C:4]([OH:14])=[C:3]([O:2][CH3:1])[C:8]([O:9][CH3:10])=[C:7]([O:11][CH3:12])[C:6]=1[CH3:13])([OH:25])=[O:24]. Reported procedure: 5 g of 2,3,4-trimethoxy-5-methylphenol was dissolved in 10 ml of benzene and 10 g of silica alumina was added thereto. 1.8 g of 8-hydroxy-2,6-dimethyl-2,6-octadienoic acid dissolved in 4 ml of benzene was added to the above solution. The obtained solution was heated to 40° to 50° C. for two hours to allow reaction. The reaction mixture was then filtered and the precipitate was washed with ethyl ether while the filtrate was washed with water, dried over anhydrous magnesium sulfate and concentrate...